From a dataset of the Open Reaction Database (ORD), a public repository of structured organic reaction records. describe an organic reaction: reactants, conditions, products, and yield Starting materials: ClC=1SC=C(N1)Cl (2,4-dichloro-thiazole), ClS(=O)(=O)O (chlorosulphonic acid). The product is ClC1(SC=C(N1)Cl)S(=O)(=O)Cl (2,4-dichloro-thiazole-sulphonyl chloride). As a reaction SMILES: [Cl:1][C:2]1[S:3][CH:4]=[C:5]([Cl:7])[N:6]=1.[Cl:8][S:9](O)(=[O:11])=[O:10]>>[Cl:1][C:2]1([S:9]([Cl:8])(=[O:11])=[O:10])[NH:6][C:5]([Cl:7])=[CH:4][S:3]1. Reported procedure: can be prepared in a process in which, in a first step, 2,4-dichloro-thiazole is reacted with chlorosulphonic acid to give 2,4-dichloro-thiazole-sulphonyl chloride, in which, in a second step, the 2,4-dichloro-thiazole-sulphonyl chloride is reacted with primary amines or with a primary and a secondary amine to give 2-amino-4-chloro-thiazolesulphonamides, and in which, in a third step, the sulphonamides mentioned are reacted with dichlorohalogenomethylsulphenyl chlorides to give the substances of...